Dataset: the Open Reaction Database (ORD), a public repository of structured organic reaction records. Task: describe an organic reaction: reactants, conditions, products, and yield Reactants: 1,1,3,3-tetramethylisoindolin-2-yloxyl, hydrogens, C(C1=CC=CC=C1)N1C(C2=CC=CC=C2C1(C)C)(C)C (2-Benzyl-1,1,3,3-tetramethylisoindoline), nitroxides, metalloporphyrin. The reagents and catalysts are [Pd] (Pd/C). Run in CC(=O)O (AcOH). Conditions: time 3 hour. Product: CC1(NC(C2=CC=CC=C12)(C)C)C (1,1,3,3-Tetramethylisoindoline). Yield: 94.7%. As a reaction SMILES: C([N:8]1[C:16]([CH3:18])([CH3:17])[C:15]2[C:10](=[CH:11][CH:12]=[CH:13][CH:14]=2)[C:9]1([CH3:20])[CH3:19])C1C=CC=CC=1>CC(O)=O.[Pd]>[CH3:17][C:16]1([CH3:18])[C:15]2[C:10](=[CH:11][CH:12]=[CH:13][CH:14]=2)[C:9]([CH3:20])([CH3:19])[NH:8]1. Procedure: (Griffiths, P. G. et al. Synthesis of the radical scavenger 1,1,3,3-tetramethylisoindolin-2-yloxyl. Aust. J. Chem. 1983, 36, 397-401; Chan, K. S. et al. Reactions of nitroxides with metalloporphyrin alkyls bearing beta hydrogens: aliphatic carbon-carbon bond activation by metal centered radicals. J. Organomet. Chem. 2008, 693, 399-407). The protected benzyl-amine 16 (1.864 g, 7.02 mmol) was dissolved in AcOH (34 mL) in a Parr flask, and 10% Pd/C (169.5 mg) was added. (The reaction was splited in... The reactants are C(C)(C)(C)OC(NC1=C(C=C(C=C1)C(F)(F)F)NC(CC(=O)C1=CC(=CC=C1)C1=CC(=NC=C1)C(C)C)=O)=O ((2-{3-[3-(2-isopropyl-pyridin-4-yl)-phenyl]-3-oxo-propionylamino}-4-trifluoromethyl-phenyl)-carbamic acid tert-butyl ester), C(=O)(C(F)(F)F)O (TFA). Solvent: C(Cl)Cl (CH2Cl2). Product: C(C)(C)C1=NC=CC(=C1)C=1C=C(C=CC1)C1=NC2=C(NC(C1)=O)C=C(C=C2)C(F)(F)F (4-[3-(2-Isopropyl-pyridin-4-yl)-phenyl]-8-trifluoromethyl-1,3-dihydro benzo[b][1,4]diazepin-2-one), solid. Isolated yield 83.0%. As a reaction SMILES: C(OC(=O)[NH:7][C:8]1[CH:13]=[CH:12][C:11]([C:14]([F:17])([F:16])[F:15])=[CH:10][C:9]=1[NH:18][C:19](=[O:38])[CH2:20][C:21]([C:23]1[CH:28]=[CH:27][CH:26]=[C:25]([C:29]2[CH:34]=[CH:33][N:32]=[C:31]([CH:35]([CH3:37])[CH3:36])[CH:30]=2)[CH:24]=1)=O)(C)(C)C.C(O)(C(F)(F)F)=O>C(Cl)Cl>[CH:35]([C:31]1[CH:30]=[C:29]([C:25]2[CH:24]=[C:23]([C:21]3[CH2:20][C:19](=[O:38])[NH:18][C:9]4[CH:10]=[C:11]([C:14]([F:16])([F:17])[F:15])[CH:12]=[CH:13][C:8]=4[N:7]=3)[CH:28]=[CH:27][CH:26]=2)[CH:34]=[CH:33][N:32]=1)([CH3:37])[CH3:36]. Procedure details: The title compound was prepared from (2-{3-[3-(2-isopropyl-pyridin-4-yl)-phenyl]-3-oxo-propionylamino}-4-trifluoromethyl-phenyl)-carbamic acid tert-butyl ester (Example M251) (0.23 g, 0.43 mmol) by treatment with TFA in CH2Cl2 according to the general procedure N. Obtained as a light yellow solid (150 mg, 83%). The reactants are Cl (hydrogen chloride), N1(CCCC1)CC1NCCSC1 (3-(pyrrolidin-1-ylmethyl)-thiomorpholine). Run in O1CCOCC1 (1,4-dioxane), O1CCOCC1 (1,4-dioxane). The product is Cl.Cl.N1(CCCC1)CC1NCCSC1 (3-(pyrrolidin-1-ylmethyl)thiomorpholine dihydrochloride). The yield is 98.0%. Reaction SMILES: [N:1]1([CH2:6][CH:7]2[CH2:12][S:11][CH2:10][CH2:9][NH:8]2)[CH2:5][CH2:4][CH2:3][CH2:2]1.[ClH:13]>O1CCOCC1>[ClH:13].[ClH:13].[N:1]1([CH2:6][CH:7]2[CH2:12][S:11][CH2:10][CH2:9][NH:8]2)[CH2:2][CH2:3][CH2:4][CH2:5]1 |f:3.4.5|. Reported procedure: A mixture of 260 mg of 3-(pyrrolidin-1-ylmethyl)-thiomorpholine and 5 ml of 1,4-dioxane was treated with 150 μl of 4N 1,4-dioxane solution of hydrogen chloride. The solvent was evaporated under reduced pressure to yield 354 mg (98%) of 3-(pyrrolidin-1-ylmethyl)thiomorpholine dihydrochloride, melting at 218°-220° C. The reactants are O=C([O-])[O-], O=c1c2[nH]c(S)nc2ccn1Cc1ccccc1, CO, ClCCl, CI, [K+], [K+]. The product is CSc1nc2ccn(Cc3ccccc3)c(=O)c2[nH]1. Reaction SMILES: [C:19](=[O:20])([O-:21])[O-:22].[CH2:1]([c:2]1[cH:3][cH:4][cH:5][cH:6][cH:7]1)[n:8]1[c:9](=[O:18])[c:10]2[c:11]([cH:12][cH:13]1)[n:14][c:15]([SH:17])[nH:16]2.[CH3:30][OH:31].[Cl:27][CH2:28][Cl:29].[I:25][CH3:26].[K+:23].[K+:24]>>[CH2:1]([c:2]1[cH:3][cH:4][cH:5][cH:6][cH:7]1)[n:8]1[c:9](=[O:18])[c:10]2[c:11]([cH:12][cH:13]1)[n:14][c:15]([S:17][CH3:19])[nH:16]2. Procedure: A mixture of crude N-(2-ethyl-6-nitrophenyl)acetamide (2.4 g, 12 mmol), H2SO4 (3.4 g, 36 mmol), and H2O (10 mL) was refluxed for 2 hours and steam distilled. The distillate was extracted with Et2O and the organic phase was washed with brine and dried over Na2SO4. The solvent was evaporated to give the title compound as a yellow liquid (0.5 g, 25%). 1H NMR (400 MHz, CD3OD) δ 7.95 (1H, d, J=8.8 Hz), 7.31 (1H, d, J=6.8 Hz), 6.62 (1H, dd, J=8.8, 7.6 Hz), 2.63 (2H, q, J=7.6 Hz), 1.27 (3H, t, J=7.6 Hz... The solvent is O (H2O). Reactants: C(C)C1=C(C(=CC=C1)[N+](=O)[O-])NC(C)=O (N-(2-ethyl-6-nitrophenyl)acetamide), OS(=O)(=O)O (H2SO4). The yield is 25.1%. As a reaction SMILES: [CH2:1]([C:3]1[CH:8]=[CH:7][CH:6]=[C:5]([N+:9]([O-:11])=[O:10])[C:4]=1[NH:12]C(=O)C)[CH3:2].OS(O)(=O)=O>O>[CH2:1]([C:3]1[CH:8]=[CH:7][CH:6]=[C:5]([N+:9]([O-:11])=[O:10])[C:4]=1[NH2:12])[CH3:2]. Product: C(C)C1=C(N)C(=CC=C1)[N+](=O)[O-] (2-ethyl-6-nitroaniline). Reactants: CC(C(=O)N[C@](CC1=CNC2=CC=CC=C12)(C(=O)O)C)(CC1=CC=CC2=CC=CC=C12)CC1=CC=CC2=CC=CC=C12 (methyl bis-(1-naphthylmethyl)acetyl-(α-methyl-D-tryptophan)), [OH-].[Na+] (NaOH). The solvent is CO (MeOH), O1CCOCC1 (dioxane), O (H2O). Run at time 4 day. The product is C1(=CC=CC2=CC=CC=C12)CC(C(=O)N[C@](CC1=CNC2=CC=CC=C12)(C(=O)O)C)CC1=CC=CC2=CC=CC=C12 (Bis-(1-naphthylmethyl)acetyl-(α-methyl-D-tryptophan)). Yield: 57.7%. Reaction SMILES: C[C:2]([CH2:32][C:33]1[C:42]2[C:37](=[CH:38][CH:39]=[CH:40][CH:41]=2)[CH:36]=[CH:35][CH:34]=1)([CH2:21][C:22]1[C:31]2[C:26](=[CH:27][CH:28]=[CH:29][CH:30]=2)[CH:25]=[CH:24][CH:23]=1)[C:3]([NH:5][C@@:6]([CH3:20])([C:17]([OH:19])=[O:18])[CH2:7][C:8]1[C:16]2[C:11](=[CH:12][CH:13]=[CH:14][CH:15]=2)[NH:10][CH:9]=1)=[O:4].[OH-].[Na+]>CO.O1CCOCC1.O>[C:33]1([CH2:32][CH:2]([CH2:21][C:22]2[C:31]3[C:26](=[CH:27][CH:28]=[CH:29][CH:30]=3)[CH:25]=[CH:24][CH:23]=2)[C:3]([NH:5][C@@:6]([CH3:20])([C:17]([OH:19])=[O:18])[CH2:7][C:8]2[C:16]3[C:11](=[CH:12][CH:13]=[CH:14][CH:15]=3)[NH:10][CH:9]=2)=[O:4])[C:42]2[C:37](=[CH:38][CH:39]=[CH:40][CH:41]=2)[CH:36]=[CH:35][CH:34]=1 |f:1.2|. Reported procedure: A solution of 4.24 g (7.6 mmol) of methyl bis-(1-naphthylmethyl)acetyl-(α-methyl-D-tryptophan) in 50 mL MeOH and 50 mL dioxane was treated with a solution of 1.0 g (25 mmol) of NaOH in 10 mL H2O and the solution left stirring at room temperature for 4 days. The solvent was removed under reduced pressure and the residue mixed with H2O and acidified to Congo red end point with dilute HCl. The crude product was collected and chromatographed on silica gel, eluting with CHCl3 : MeOH (95:5). There was... Reactants: CCO, CC(C)c1noc(CN2C(=O)c3ccccc3C2=O)n1, NN, O. Product: CC(C)c1noc(CN)n1. As a reaction SMILES: [CH3:24][CH2:25][OH:26].[CH:1]([CH3:2])([CH3:3])[c:4]1[n:5][o:6][c:7]([CH2:9][N:10]2[C:11](=[O:12])[c:13]3[c:14]([cH:15][cH:16][cH:17][cH:18]3)[C:19]2=[O:20])[n:8]1.[NH2:22][NH2:23].[OH2:21]>>[CH:1]([CH3:2])([CH3:3])[c:4]1[n:5][o:6][c:7]([CH2:9][NH2:10])[n:8]1. Starting materials: CCOC(=O)Cn1c(-c2cc(Cl)ccn2)nc2cccnc21, CCO, [Na+], [OH-], O. The product is O=C(O)Cn1c(-c2cc(Cl)ccn2)nc2cccnc21. As a reaction SMILES: [CH2:1]([CH3:2])[O:3][C:4]([CH2:5][n:6]1[c:7](-[c:15]2[n:16][cH:17][cH:18][c:19]([Cl:21])[cH:20]2)[n:8][c:9]2[c:10]1[n:11][cH:12][cH:13][cH:14]2)=[O:22].[CH3:25][CH2:26][OH:27].[Na+:24].[OH-:23].[OH2:28]>>[O:3]=[C:4]([CH2:5][n:6]1[c:7](-[c:15]2[n:16][cH:17][cH:18][c:19]([Cl:21])[cH:20]2)[n:8][c:9]2[c:10]1[n:11][cH:12][cH:13][cH:14]2)[OH:22]. Reactants: ON=C1CCOc2c(Br)cc(F)c(F)c21, CO, O. Product: NC1CCOc2c(Br)cc(F)c(F)c21. Reaction SMILES: [Br:1][c:2]1[cH:3][c:4]([F:15])[c:5]([F:14])[c:6]2[c:11]1[O:10][CH2:9][CH2:8][C:7]2=[N:12][OH:13].[CH3:17][OH:18].[OH2:16]>>[Br:1][c:2]1[cH:3][c:4]([F:15])[c:5]([F:14])[c:6]2[c:11]1[O:10][CH2:9][CH2:8][CH:7]2[NH2:12]. The reactants are N (NH3), N[C@@H](CCCNC(N)=N)C(=O)N[C@@H](CCCNC(N)=N)C(=O)N1[C@H](C(=O)N[C@@H](CC2=CC=CC=C2)C(=O)N[C@@H](CC2=CNC=N2)C(=O)N[C@@H](CC(C)C)[C@@H](O)CC(=O)N[C@@H]([C@@H](C)CC)C(=O)N[C@@H](CC2=CNC=N2)C(=O)N[C@@H](CCCCN)C(=O)OC)CCC1 (H-Arg-Arg-Pro-Phe-His-Sta-Ile-His-Lys-OMe), N (NH3). Run in O (H2O). Product: N[C@@H](CCCNC(N)=N)C(=O)N[C@@H](CCCNC(N)=N)C(=O)N1[C@H](C(=O)N[C@@H](CC2=CC=CC=C2)C(=O)N[C@@H](CC2=CNC=N2)C(=O)N[C@@H](CC(C)C)[C@@H](O)CC(=O)N[C@@H]([C@@H](C)CC)C(=O)N[C@@H](CC2=CNC=N2)C(=O)N[C@@H](CCCCN)C(=O)O)CCC1 (H-Arg-Arg-Pro-Phe-His-Sta-Ile-His-Lys-OH). As a reaction SMILES: [NH2:1][C@H:2]([C:10]([NH:12][C@H:13]([C:21]([N:23]1[CH2:90][CH2:89][CH2:88][C@H:24]1[C:25]([NH:27][C@H:28]([C:36]([NH:38][C@H:39]([C:46]([NH:48][C@H:49]([C@H:54]([CH2:56][C:57]([NH:59][C@H:60]([C:65]([NH:67][C@H:68]([C:75]([NH:77][C@H:78]([C:84]([O:86]C)=[O:85])[CH2:79][CH2:80][CH2:81][CH2:82][NH2:83])=[O:76])[CH2:69][C:70]1[N:74]=[CH:73][NH:72][CH:71]=1)=[O:66])[C@H:61]([CH2:63][CH3:64])[CH3:62])=[O:58])[OH:55])[CH2:50][CH:51]([CH3:53])[CH3:52])=[O:47])[CH2:40][C:41]1[N:45]=[CH:44][NH:43][CH:42]=1)=[O:37])[CH2:29][C:30]1[CH:35]=[CH:34][CH:33]=[CH:32][CH:31]=1)=[O:26])=[O:22])[CH2:14][CH2:15][CH2:16][NH:17][C:18](=[NH:20])[NH2:19])=[O:11])[CH2:3][CH2:4][CH2:5][NH:6][C:7](=[NH:9])[NH2:8].N>O>[NH2:1][C@H:2]([C:10]([NH:12][C@H:13]([C:21]([N:23]1[CH2:90][CH2:89][CH2:88][C@H:24]1[C:25]([NH:27][C@H:28]([C:36]([NH:38][C@H:39]([C:46]([NH:48][C@H:49]([C@H:54]([CH2:56][C:57]([NH:59][C@H:60]([C:65]([NH:67][C@H:68]([C:75]([NH:77][C@H:78]([C:84]([OH:86])=[O:85])[CH2:79][CH2:80][CH2:81][CH2:82][NH2:83])=[O:76])[CH2:69][C:70]1[N:74]=[CH:73][NH:72][CH:71]=1)=[O:66])[C@H:61]([CH2:63][CH3:64])[CH3:62])=[O:58])[OH:55])[CH2:50][CH:51]([CH3:53])[CH3:52])=[O:47])[CH2:40][C:41]1[N:45]=[CH:44][NH:43][CH:42]=1)=[O:37])[CH2:29][C:30]1[CH:35]=[CH:34][CH:33]=[CH:32][CH:31]=1)=[O:26])=[O:22])[CH2:14][CH2:15][CH2:16][NH:17][C:18](=[NH:19])[NH2:20])=[O:11])[CH2:3][CH2:4][CH2:5][NH:6][C:7](=[NH:8])[NH2:9]. Procedure details: 80 mg of H-Arg-Arg-Pro-Phe-His-Sta-Ile-His-Lys-OMe (Example 7) are dissolved in 1.5 ml of H2O and the pH value is adjusted to 5.5 by the addition of 0.1N NH3. 8 μl of a 1% aqueous trypsin solution are added and the pH value is maintained at 5.5 by the addition of 0.1N NH3 by means of a pH stat. After approximately 20 minutes the absorption of base is complete, whereupon 350 μl of glacial acetic acid are added and the whole is heated for 2 minutes in a boiling water bath. The solution is concentr...